Dataset: the Open Reaction Database (ORD), a public repository of structured organic reaction records. Task: describe an organic reaction: reactants, conditions, products, and yield Reactants: CCCCc1cn(C(C)(C)C)sc1=NC(=O)C1CCC(C)(C(=O)O)C1(C)C, CCCN, Cl. Yields the product CCCCc1cn(C(C)(C)C)sc1=NC(=O)C1CCC(C)(C(=O)NCCC)C1(C)C. Reaction SMILES: [CH2:1]([CH2:2][CH2:3][CH3:4])[c:5]1[cH:6][n:7]([C:24]([CH3:25])([CH3:26])[CH3:27])[s:8][c:9]1=[N:10][C:11](=[O:12])[CH:13]1[C:14]([CH3:22])([CH3:23])[C:15]([C:18](=[O:19])[OH:20])([CH3:21])[CH2:16][CH2:17]1.[CH2:29]([CH2:30][CH3:31])[NH2:32].[ClH:28]>>[CH2:1]([CH2:2][CH2:3][CH3:4])[c:5]1[cH:6][n:7]([C:24]([CH3:25])([CH3:26])[CH3:27])[s:8][c:9]1=[N:10][C:11](=[O:12])[CH:13]1[C:14]([CH3:22])([CH3:23])[C:15]([C:18](=[O:20])[NH:32][CH2:29][CH2:30][CH3:31])([CH3:21])[CH2:16][CH2:17]1. Starting materials: 1-benzylpiperidine 4-methylmethane sulfonate, ClC1=CC2=C(SC3=C(CN2)C=CC=C3)C=C1 (8-chloro-10,11-dihydrodibenzo[b,f][1,4]thiazepine), C(C)(C)N(CC)C(C)C (diisopropylethyl amine), C(C)OC(=O)C1CCN(CC1)CC1=CC=CC=C1 (1-benzylpiperidine-4-carboxylic acid ethyl ester), 1-benzylpiperidine-4-hydroxymethyl, [H-].[Al+3].[Li+].[H-].[H-].[H-] (lithium aluminum hydride), CS(=O)(=O)[O-] (methane sulfonate), CS(=O)(=O)Cl (methanesulfonyl chloride). Solvent: C1(=CC=CC=C1)C (toluene), C1CCOC1 (THF). Yields the product ClC1=CC2=C(SC3=C(CN2CC2CCN(CC2)CC2=CC=CC=C2)C=CC=C3)C=C1 (8-chloro-10(11H)-[1-(phenylmethyl)-4-piperidinylmethyl]dibenz[b,f][1,4]thiazepine). As a reaction SMILES: C(O[C:4]([CH:6]1[CH2:11][CH2:10][N:9]([CH2:12][C:13]2[CH:18]=[CH:17][CH:16]=[CH:15][CH:14]=2)[CH2:8][CH2:7]1)=O)C.[H-].[Al+3].[Li+].[H-].[H-].[H-].CS([O-])(=O)=O.CS(Cl)(=O)=O.[Cl:35][C:36]1[CH:50]=[CH:49][C:39]2[S:40][C:41]3[CH:48]=[CH:47][CH:46]=[CH:45][C:42]=3[CH2:43][NH:44][C:38]=2[CH:37]=1.C(N(C(C)C)CC)(C)C>C1COCC1.C1(C)C=CC=CC=1>[Cl:35][C:36]1[CH:50]=[CH:49][C:39]2[S:40][C:41]3[CH:48]=[CH:47][CH:46]=[CH:45][C:42]=3[CH2:43][N:44]([CH2:4][CH:6]3[CH2:7][CH2:8][N:9]([CH2:12][C:13]4[CH:14]=[CH:15][CH:16]=[CH:17][CH:18]=4)[CH2:10][CH2:11]3)[C:38]=2[CH:37]=1 |f:1.2.3.4.5.6|. Procedure: A sample of 1-benzylpiperidine-4-carboxylic acid ethyl ester is reduced to 1-benzylpiperidine-4-hydroxymethyl by treatment with lithium aluminum hydride (LiAlH4) in THF. This material is converted to its methane sulfonate by reaction with methanesulfonyl chloride. This material, 1-benzylpiperidine-4-methylmethane sulfonate, the product of Example 104, and diisopropylethyl amine are refluxed in toluene the provide the title compound. The reactants are [Na] (sodium), FC=1C=C(C=CC1)O (3-fluorophenol), FC=1C(=C(C(=O)OCC)C=CC1)CBr (ethyl 3-fluoro-2-bromomethylbenzoate), O (water). The solvent is C(C)O (ethanol). Yields the product FC=1C(=C(C(=O)OCC)C=CC1)COC1=CC(=CC=C1)F (ethyl 3-fluoro-2-[(3-fluorophenyl oxy)methyl]benzoate). Yield: 89.3%. As a reaction SMILES: [Na].[F:2][C:3]1[CH:4]=[C:5]([OH:9])[CH:6]=[CH:7][CH:8]=1.[F:10][C:11]1[C:12]([CH2:22]Br)=[C:13]([CH:19]=[CH:20][CH:21]=1)[C:14]([O:16][CH2:17][CH3:18])=[O:15].O>C(O)C>[F:10][C:11]1[C:12]([CH2:22][O:9][C:5]2[CH:6]=[CH:7][CH:8]=[C:3]([F:2])[CH:4]=2)=[C:13]([CH:19]=[CH:20][CH:21]=1)[C:14]([O:16][CH2:17][CH3:18])=[O:15] |^1:0|. Procedure details: To a solution of 1.3 g of sodium metal in 100 ml of ethanol are added 6.3 g of 3-fluorophenol and 13 g of ethyl 3-fluoro-2-bromomethylbenzoate and the mixture is refluxed with heating for 8 hours. After cooling, 300 ml of water is added and the mixture is extracted with toluene. After the extract is washed with water and a saturated saline solution and dried over magnesium sulfate, the solvent is distilled off under reduced pressure. The residue is subjected to silica-gel chromatography and elut... Isolated yield 53.1%. Yields the product ClC1=C(COC=2C=C3C(=NNC3=CC2)NC(C2=C(C=C(C=C2)N2CCN(CC2)C)NC2CCOCC2)=O)C=C(C=C1)F (N-[5-(2-chloro-5-fluoro-benzyloxy)-1H-indazol-3-yl]-4-(4-methyl-piperazin-1-yl)-2-(tetrahydro-pyran-4-ylamino)-benzamide). Run in C(Cl)Cl (DCM). As a reaction SMILES: C(OC([N:8]1[C:16]2[C:11](=[CH:12][C:13]([O:17][CH2:18][C:19]3[CH:24]=[C:23]([F:25])[CH:22]=[CH:21][C:20]=3[Cl:26])=[CH:14][CH:15]=2)[C:10]([NH:27][C:28](=[O:55])[C:29]2[CH:34]=[CH:33][C:32]([N:35]3[CH2:40][CH2:39][N:38]([CH3:41])[CH2:37][CH2:36]3)=[CH:31][C:30]=2[N:42]([CH:49]2[CH2:54][CH2:53][O:52][CH2:51][CH2:50]2)C(=O)C(F)(F)F)=[N:9]1)=O)(C)(C)C.C(O)(C(F)(F)F)=O.CO>C(Cl)Cl>[Cl:26][C:20]1[CH:21]=[CH:22][C:23]([F:25])=[CH:24][C:19]=1[CH2:18][O:17][C:13]1[CH:12]=[C:11]2[C:16](=[CH:15][CH:14]=1)[NH:8][N:9]=[C:10]2[NH:27][C:28](=[O:55])[C:29]1[CH:34]=[CH:33][C:32]([N:35]2[CH2:36][CH2:37][N:38]([CH3:41])[CH2:39][CH2:40]2)=[CH:31][C:30]=1[NH:42][CH:49]1[CH2:50][CH2:51][O:52][CH2:53][CH2:54]1. Starting materials: C(C)(C)(C)OC(=O)N1N=C(C2=CC(=CC=C12)OCC1=C(C=CC(=C1)F)Cl)NC(C1=C(C=C(C=C1)N1CCN(CC1)C)N(C(C(F)(F)F)=O)C1CCOCC1)=O (5-(2-Chloro-5-fluoro-benzyloxy)-3-{4-(4-methyl-piperazin-1-yl)-2-[(tetrahydro-pyran-4-yl)-(2,2,2-trifluoro-acetyl)-amino]-benzoylamino}-indazole-1-carboxylic acid tert-butyl ester), C(=O)(C(F)(F)F)O (TFA), CO (MeOH), TEA. Reported procedure: 5-(2-Chloro-5-fluoro-benzyloxy)-3-{4-(4-methyl-piperazin-1-yl)-2-[(tetrahydro-pyran-4-yl)-(2,2,2-trifluoro-acetyl)-amino]-benzoylamino}-indazole-1-carboxylic acid tert-butyl ester (100 mg, 0.1269 mmol) in DCM (1.3 mL) was treated at room temperature with TFA (0.195 mL, 2.538 mmol). After 2 hours the volatiles were evaporated and the residue was treated with MeOH (3 mL) and TEA (0.357 mL, 2.538 mmol) and refluxed for three hours. After evaporation of the volatile components the crude was diluted ... Starting materials: C(C)(=S)[O-].[K+] (Potassium thioacetate), CC(=O)C (acetone), ClCCN1CCCCC1 (1-(2-Chloroethyl)piperidine). Run in O (water). Conditions: time 10 minute. Product: N1(CCCCC1)CCOC(C)=S (thioacetic acid 2-piperidinoethyl ester). Yield: 36.4%. As a reaction SMILES: [C:1]([O-:4])(=[S:3])[CH3:2].[K+].CC(C)=O.Cl[CH2:11][CH2:12][N:13]1[CH2:18][CH2:17][CH2:16][CH2:15][CH2:14]1>O>[N:13]1([CH2:12][CH2:11][O:4][C:1](=[S:3])[CH3:2])[CH2:18][CH2:17][CH2:16][CH2:15][CH2:14]1 |f:0.1|. Procedure: Potassium thioacetate (1.8 g, 16.35 mmol) was added to acetone (50 ml) and then stirred for 10 minutes under argon atmosphere. 1-(2-Chloroethyl)piperidine (1.61 g, 10.40 mmol) was added dropwise thereto and stirred for 18 hours under argon atmosphere at room temperature. After adding water, the reaction solution was extracted with ethyl acetate. The organic layer thus separated was dried over anhydrous magnesium sulfate and then concentrated under reduced pressure. The residue was purified with ...